From a dataset of the Open Reaction Database (ORD), a public repository of structured organic reaction records. describe an organic reaction: reactants, conditions, products, and yield The reactants are ClC=1C=C(C=CC1Cl)C1(CN(CC1)C(C1=CC(=C(C(=C1)OC)OC)OC)=O)CCO (2-[3-(3,4-Dichloro-phenyl)-1-(3,4,5-trimethoxybenzoyl)-pyrrolidin-3-yl]-ethanol), C(C)(=O)OC(C)=O (acetic anhydride). The reagents and catalysts are CN(C1=CC=NC=C1)C (4-dimethylaminopyridine). The solvent is ClCCl.N1=CC=CC=C1 (dichloromethane pyridine). Conditions: time 2 hour. The product is C(C)OC(CC1(CN(CC1)C(C1=CC(=C(C(=C1)OC)OC)OC)=O)C1=CC(=C(C=C1)Cl)Cl)=O (ethyl-2-[3-(3,4-dichloro-phenyl)-1-(3,4,5-trimethoxy-benzoyl)-pyrrolidin-3-yl]-acetate). As a reaction SMILES: [Cl:1][C:2]1[CH:3]=[C:4]([C:9]2(CCO)[CH2:13][CH2:12][N:11]([C:14](=[O:27])[C:15]3[CH:20]=[C:19]([O:21][CH3:22])[C:18]([O:23][CH3:24])=[C:17]([O:25][CH3:26])[CH:16]=3)[CH2:10]2)[CH:5]=[CH:6][C:7]=1[Cl:8].[C:31]([O:34][C:35](=O)[CH3:36])(=[O:33])[CH3:32]>ClCCl.N1C=CC=CC=1.CN(C)C1C=CN=CC=1>[CH2:35]([O:34][C:31](=[O:33])[CH2:32][C:9]1([C:4]2[CH:5]=[CH:6][C:7]([Cl:8])=[C:2]([Cl:1])[CH:3]=2)[CH2:13][CH2:12][N:11]([C:14](=[O:27])[C:15]2[CH:20]=[C:19]([O:21][CH3:22])[C:18]([O:23][CH3:24])=[C:17]([O:25][CH3:26])[CH:16]=2)[CH2:10]1)[CH3:36] |f:2.3|. Procedure details: 2-[3-(3,4-Dichloro-phenyl)-1-(3,4,5-trimethoxybenzoyl)-pyrrolidin-3-yl]-ethanol (4.5 g, 9.9 mmol) was dissolved in dichloromethane/pyridine (70 mL, 6/1). The solution was treated with acetic anhydride (1.04 mL, 11.02 mmol, 1.1 eq.) and 4-dimethylaminopyridine (50 mg, 0.41 mmol, 0.04 eq.). The solution was allowed to stir for 2 h at ambient temperature. The organics were concentrated in vacuo and the residue was dissolved in ethyl acetate and washed with 1N HCl (2×200 mL), 5% NaHCO3 (100 mL), bri... Reactants: COC=1C=CC2=C(C3=CC=CC=C3N=C2C1)C(=O)O (3-Methoxy-acridine-9-carboxylic acid), FC1=C(C(=CC=C1)F)O (2,6-difluorophenol), N1=CC=CC=C1 (pyridine). Solvent: C(Cl)Cl (CH2Cl2), C(Cl)Cl (CH2Cl2), C(Cl)Cl (CH2Cl2), S(=O)(Cl)Cl (thionyl chloride). Reaction conditions: time 8 hour. The product is COC=1C=CC2=C(C3=CC=CC=C3N=C2C1)C(=O)OC1=CC=CC=C1 (Phenyl 3-methoxyacridine-9-carboxylate). RXN SMILES: [CH3:1][O:2][C:3]1[CH:4]=[CH:5][C:6]2[C:15]([CH:16]=1)=[N:14][C:13]1[C:8](=[CH:9][CH:10]=[CH:11][CH:12]=1)[C:7]=2[C:17]([OH:19])=[O:18].N1C=CC=CC=1.F[C:27]1[CH:32]=[CH:31][CH:30]=[C:29](F)[C:28]=1O>S(Cl)(Cl)=O.C(Cl)Cl>[CH3:1][O:2][C:3]1[CH:4]=[CH:5][C:6]2[C:15]([CH:16]=1)=[N:14][C:13]1[C:8](=[CH:9][CH:10]=[CH:11][CH:12]=1)[C:7]=2[C:17]([O:19][C:27]1[CH:32]=[CH:31][CH:30]=[CH:29][CH:28]=1)=[O:18]. Procedure: 3-Methoxy-acridine-9-carboxylic acid (0.50 g) was suspended in 10 mL thionyl chloride (3-10 mL) and reaction mixture was refluxed for 3 h. The solvent was removed under reduced pressure to obtain a yellow solid which was dissolved in CH2Cl2 and pyridine (0.44 g) under argon. A solution of 2,6-difluorophenol (0.32 g) in CH2Cl2 was added dropwise. The solution was stirred overnight at room temperature then diluted with more CH2Cl2 (100 mL) and washed with water (3×50 mL) . The organic layer was dr... The reactants are CC1CN(C(=O)OC(C)(C)C)CC2Cc3ccc(CO)nc3N12, COCCBr, [H-], [Na+]. The product is COCCOCc1ccc2c(n1)N1C(C)CN(C(=O)OC(C)(C)C)CC1C2. Reaction SMILES: [C:1]([CH3:2])([CH3:3])([CH3:4])[O:5][C:6](=[O:7])[N:8]1[CH2:9][CH:10]2[CH2:11][c:12]3[cH:13][cH:14][c:15]([CH2:22][OH:23])[n:16][c:17]3[N:18]2[CH:19]([CH3:21])[CH2:20]1.[CH3:26][O:27][CH2:28][CH2:29][Br:30].[H-:24].[Na+:25]>>[C:1]([CH3:2])([CH3:3])([CH3:4])[O:5][C:6](=[O:7])[N:8]1[CH2:9][CH:10]2[CH2:11][c:12]3[cH:13][cH:14][c:15]([CH2:22][O:23][CH2:29][CH2:28][O:27][CH3:26])[n:16][c:17]3[N:18]2[CH:19]([CH3:21])[CH2:20]1. Reactants: CCOC(=O)c1ccc2c(c1)C(O)C(C)(C)C(c1cccc(Br)c1)N2, CC[SiH](CC)CC, O=C(O)C(F)(F)F. Product: CCOC(=O)c1ccc2c(c1)CC(C)(C)C(c1cccc(Br)c1)N2. As a reaction SMILES: [CH2:1]([CH3:2])[O:3][C:4](=[O:5])[c:6]1[cH:7][c:8]2[c:13]([cH:14][cH:15]1)[NH:12][CH:11]([c:16]1[cH:17][c:18]([Br:22])[cH:19][cH:20][cH:21]1)[C:10]([CH3:23])([CH3:24])[CH:9]2[OH:25].[CH2:26]([SiH:27]([CH2:28][CH3:29])[CH2:30][CH3:31])[CH3:32].[OH:33][C:34]([C:35]([F:36])([F:37])[F:38])=[O:39]>>[CH2:1]([CH3:2])[O:3][C:4](=[O:5])[c:6]1[cH:7][c:8]2[c:13]([cH:14][cH:15]1)[NH:12][CH:11]([c:16]1[cH:17][c:18]([Br:22])[cH:19][cH:20][cH:21]1)[C:10]([CH3:23])([CH3:24])[CH2:9]2. Reactants: O=[N+]([O-])c1cccc(Br)c1, CC(C)(C)[O-], Cc1ccccc1, CCOC(C)=O, CC(C)N1CC2CC1CN2, Cl, Cl, [Na+], O=C(C=Cc1ccccc1)C=Cc1ccccc1, O=C(C=Cc1ccccc1)C=Cc1ccccc1, O=C(C=Cc1ccccc1)C=Cc1ccccc1, [Pd], [Pd], c1ccc(P(c2ccccc2)c2ccc3ccccc3c2-c2c(P(c3ccccc3)c3ccccc3)ccc3ccccc23)cc1. Yields the product CC(C)N1CC2CC1CN2c1cccc([N+](=O)[O-])c1. RXN SMILES: [Br:47][c:48]1[cH:49][c:50]([N+:54](=[O:55])[O-:56])[cH:51][cH:52][cH:53]1.[CH3:69][C:70]([CH3:71])([O-:72])[CH3:73].[CH3:75][c:76]1[cH:77][cH:78][cH:79][cH:80][cH:81]1.[CH3:82][CH2:83][O:84][C:85](=[O:86])[CH3:87].[CH:59]([CH3:60])([CH3:61])[N:62]1[CH:63]2[CH2:64][NH:65][CH:66]([CH2:67]1)[CH2:68]2.[ClH:57].[ClH:58].[Na+:74].[O:108]=[C:109]([CH:110]=[CH:111][c:112]1[cH:113][cH:114][cH:115][cH:116][cH:117]1)[CH:118]=[CH:119][c:120]1[cH:121][cH:122][cH:123][cH:124][cH:125]1.[O:126]=[C:127]([CH:128]=[CH:129][c:130]1[cH:131][cH:132][cH:133][cH:134][cH:135]1)[CH:136]=[CH:137][c:138]1[cH:139][cH:140][cH:141][cH:142][cH:143]1.[O:90]=[C:91]([CH:92]=[CH:93][c:94]1[cH:95][cH:96][cH:97][cH:98][cH:99]1)[CH:100]=[CH:101][c:102]1[cH:103][cH:104][cH:105][cH:106][cH:107]1.[Pd:88].[Pd:89].[cH:1]1[cH:2][cH:3][c:4]([P:5]([c:6]2[cH:7][cH:8][c:9]3[c:10]([cH:11][cH:12][cH:13][cH:14]3)[c:15]2-[c:16]2[c:17]3[c:18]([cH:19][cH:20][cH:21][cH:22]3)[cH:23][cH:24][c:25]2[P:26]([c:27]2[cH:28][cH:29][cH:30][cH:31][cH:32]2)[c:33]2[cH:34][cH:35][cH:36][cH:37][cH:38]2)[c:39]2[cH:40][cH:41][cH:42][cH:43][cH:44]2)[cH:45][cH:46]1>>[c:48]1([N:65]2[CH2:64][CH:63]3[N:62]([CH:59]([CH3:60])[CH3:61])[CH2:67][CH:66]2[CH2:68]3)[cH:49][c:50]([N+:54](=[O:55])[O-:56])[cH:51][cH:52][cH:53]1. Starting materials: C(#N)C1=CC=C(CS(=O)(=O)O)C=C1 (4-cyanobenzylsulfonic acid), [Na] (sodium), P(Cl)(Cl)(Cl)(Cl)Cl (PCl5). Solvent: P(=O)(Cl)(Cl)Cl (phosphoryl chloride). Conditions: temperature 80 celsius, time 15 minute. Product: C(#N)C1=CC=C(CS(=O)(=O)Cl)C=C1 (4-Cyanobenzylsulfonyl Chloride). RXN SMILES: [C:1]([C:3]1[CH:13]=[CH:12][C:6]([CH2:7][S:8](O)(=[O:10])=[O:9])=[CH:5][CH:4]=1)#[N:2].[Na].P(Cl)(Cl)(Cl)(Cl)[Cl:16]>P(Cl)(Cl)(Cl)=O>[C:1]([C:3]1[CH:13]=[CH:12][C:6]([CH2:7][S:8]([Cl:16])(=[O:10])=[O:9])=[CH:5][CH:4]=1)#[N:2] |^1:13|. Reported procedure: 5 g (22.83 mmol) of 4-cyanobenzylsulfonic acid, sodium salt, were moistened with approx. 20 ml of phosphoryl chloride after which 5.2 g (25.11 mmol) of PCl5 were added and the mixture was stirred for 15 min while being cooled with ice. The mixture was then heated at 80° C. for 4 h. After that, the mixture was poured onto ice and this fresh mixture was stirred vigorously for 30 min; the product then separated out on the ice as a white solid. After the ice had partially thawed, the mixture was fil... Reactants: [Br-], CCCC[N+](CCCC)(CCCC)CCCC, FC(F)Oc1ccc(CBr)cc1, N#C[K], O. Yields the product N#CCc1ccc(OC(F)F)cc1. RXN SMILES: [Br-:17].[CH3:18][CH2:19][CH2:20][CH2:21][N+:22]([CH2:23][CH2:24][CH2:25][CH3:26])([CH2:27][CH2:28][CH2:29][CH3:30])[CH2:31][CH2:32][CH2:33][CH3:34].[F:4][CH:5]([O:6][c:7]1[cH:8][cH:9][c:10]([CH2:11][Br:12])[cH:13][cH:14]1)[F:15].[K:1][C:2]#[N:3].[OH2:16]>>[C:2](#[N:3])[CH2:11][c:10]1[cH:9][cH:8][c:7]([O:6][CH:5]([F:4])[F:15])[cH:14][cH:13]1. Reactants: water ice, COC=1C=C(C=C(C1)OC)\C=C/C=1C=C2C=CNC2=CC1 ((Z)-5-[2-(3,5-Dimethoxy-phenyl)-vinyl]-1H-indole), IC (iodomethane), [OH-].[K+] (KOH). The solvent is CS(=O)C (DMSO). Conditions: time 5 minute. The product is COC=1C=C(C=C(C1)OC)\C=C/C=1C=C2C=CN(C2=CC1)C ((Z)-5-[2-(3,5-Dimethoxy-phenyl)-vinyl]-1-methyl-1H-indole). As a reaction SMILES: [OH-].[K+].[CH3:3][O:4][C:5]1[CH:6]=[C:7](/[CH:13]=[CH:14]\[C:15]2[CH:16]=[C:17]3[C:21](=[CH:22][CH:23]=2)[NH:20][CH:19]=[CH:18]3)[CH:8]=[C:9]([O:11][CH3:12])[CH:10]=1.I[CH3:25]>CS(C)=O>[CH3:3][O:4][C:5]1[CH:6]=[C:7](/[CH:13]=[CH:14]\[C:15]2[CH:16]=[C:17]3[C:21](=[CH:22][CH:23]=2)[N:20]([CH3:25])[CH:19]=[CH:18]3)[CH:8]=[C:9]([O:11][CH3:12])[CH:10]=1 |f:0.1|. Procedure: A suspension of KOH (2 mmol, 112 mg) in DMSO (5 mL) is stirred for 5 min. Then, compound 12a (1 mmol, 279 mg) and iodomethane (1.2 mmol, 75 μL) are added to the solution. The mixture is stirred at room temperature for 30 min, poured into water/ice, and extracted with ethyl acetate. The combined organic extracts are washed with brine (5 mL) and dried (Na2SO4). Removal of the solvent under reduced pressure affords a residue, which is chromatographed on silica gel (20% ethyl acetate/light petroleum... The reactants are CC(=O)OCC(F)=CC1(c2ccc(OC(F)(F)F)cc2)CC1, [Mg], Brc1cccc(Oc2ccccc2)c1, C1CCOC1. Yields the product FC(=CC1(c2ccc(OC(F)(F)F)cc2)CC1)Cc1cccc(Oc2ccccc2)c1. Reaction SMILES: [C:16]([O:17][CH2:20][C:21](=[CH:22][C:23]1([c:26]2[cH:27][cH:28][c:29]([O:32][C:33]([F:34])([F:35])[F:36])[cH:30][cH:31]2)[CH2:24][CH2:25]1)[F:37])(=[O:18])[CH3:19].[Mg:15].[O:1]([c:2]1[cH:3][cH:4][cH:5][cH:6][cH:7]1)[c:8]1[cH:9][c:10]([Br:14])[cH:11][cH:12][cH:13]1.[O:38]1[CH2:39][CH2:40][CH2:41][CH2:42]1>>[O:1]([c:2]1[cH:3][cH:4][cH:5][cH:6][cH:7]1)[c:8]1[cH:9][c:10]([CH2:20][C:21](=[CH:22][C:23]2([c:26]3[cH:27][cH:28][c:29]([O:32][C:33]([F:34])([F:35])[F:36])[cH:30][cH:31]3)[CH2:24][CH2:25]2)[F:37])[cH:11][cH:12][cH:13]1. The reactants are CO, [Cl-], [Fe], CCOC(=O)C=C(C)c1ccc([N+](=O)[O-])cc1, [NH4+], C1CCOC1, O. The product is CCOC(=O)C=C(C)c1ccc(N)cc1. As a reaction SMILES: [CH3:25][OH:26].[Cl-:18].[Fe:27].[N+:1]([O-:2])(=[O:3])[c:4]1[cH:5][cH:6][c:7]([C:10](=[CH:11][C:12](=[O:13])[O:14][CH2:15][CH3:16])[CH3:17])[cH:8][cH:9]1.[NH4+:19].[O:20]1[CH2:21][CH2:22][CH2:23][CH2:24]1.[OH2:28]>>[NH2:1][c:4]1[cH:5][cH:6][c:7]([C:10](=[CH:11][C:12](=[O:13])[O:14][CH2:15][CH3:16])[CH3:17])[cH:8][cH:9]1.